From a dataset of the Open Reaction Database (ORD), a public repository of structured organic reaction records. describe an organic reaction: reactants, conditions, products, and yield The reactants are C(C)(C)(C)OC(NC1=C(C=C(C=C1)C#CC1=CC=CC=C1)N)=O ((2-amino-4-phenylethynyl-phenyl)-carbamic acid tert.-butyl ester), N1(C=NC=C1)C=1C=C(C=CC1)C1=CC(OC(O1)(C)C)=O (6-(3-imidazol-1-yl-phenyl)-2,2-dimethyl-[1,3]dioxin-4-one). Yields the product C(C)(C)(C)OC(NC1=C(C=C(C=C1)C#CC1=CC=CC=C1)NC(CC(=O)C1=CC(=CC=C1)N1C=NC=C1)=O)=O ({2-[3-(3-Imidazol-1-yl-phenyl)-3-oxo-propionylamino]-4-phenylethynyl-phenyl}-carbamic acid tert.-butyl ester). The yield is 68.8%. As a reaction SMILES: [C:1]([O:5][C:6](=[O:23])[NH:7][C:8]1[CH:13]=[CH:12][C:11]([C:14]#[C:15][C:16]2[CH:21]=[CH:20][CH:19]=[CH:18][CH:17]=2)=[CH:10][C:9]=1[NH2:22])([CH3:4])([CH3:3])[CH3:2].[N:24]1([C:29]2[CH:30]=[C:31]([C:35]3[O:40]C(C)(C)[O:38][C:37](=O)[CH:36]=3)[CH:32]=[CH:33][CH:34]=2)[CH:28]=[CH:27][N:26]=[CH:25]1>>[C:1]([O:5][C:6](=[O:23])[NH:7][C:8]1[CH:13]=[CH:12][C:11]([C:14]#[C:15][C:16]2[CH:17]=[CH:18][CH:19]=[CH:20][CH:21]=2)=[CH:10][C:9]=1[NH:22][C:37](=[O:38])[CH2:36][C:35]([C:31]1[CH:32]=[CH:33][CH:34]=[C:29]([N:24]2[CH:28]=[CH:27][N:26]=[CH:25]2)[CH:30]=1)=[O:40])([CH3:4])([CH3:2])[CH3:3]. Reported procedure: Prepared from (2-amino-4-phenylethynyl-phenyl)-carbamic acid tert.-butyl ester (Example G2) (154 mg, 0.5 mmol) and 6-(3-imidazol-1-yl-phenyl)-2,2-dimethyl-[1,3]dioxin-4-one (Example J10) (135 mg, 0.5 mmol) according to the general procedure K. Obtained as an orange oil (179 mg). Reactants: [Br-], O=Cc1ccc(Br)cc1, CC1(C)OC(=O)CC(=O)O1, CCCCCCCCCCCCCCCC[N+](C)(C)C. The product is CC1(C)OC(=O)C(=Cc2ccc(Br)cc2)C(=O)O1. Reaction SMILES: [Br-:20].[Br:1][c:2]1[cH:3][cH:4][c:5]([CH:6]=[O:7])[cH:8][cH:9]1.[CH3:10][C:11]1([CH3:19])[O:12][C:13](=[O:18])[CH2:14][C:15](=[O:17])[O:16]1.[CH3:21][CH2:22][CH2:23][CH2:24][CH2:25][CH2:26][CH2:27][CH2:28][CH2:29][CH2:30][CH2:31][CH2:32][CH2:33][CH2:34][CH2:35][CH2:36][N+:37]([CH3:38])([CH3:39])[CH3:40]>>[Br:1][c:2]1[cH:3][cH:4][c:5]([CH:6]=[C:14]2[C:13](=[O:18])[O:12][C:11]([CH3:10])([CH3:19])[O:16][C:15]2=[O:17])[cH:8][cH:9]1. Reactants: BrC=1C=C(C=CC1)N1C(C2CC2C1=O)=O (3-(3-Bromo-phenyl)-3-aza-bicyclo[3.1.0]hexane-2,4-dione), O (water), solution, CO (Methanol). Solvent: C1CCOC1 (THF). Run at temperature 50 celsius. The product is BrC=1C=C(C=CC1)N1CC2CC2C1 (3-(3-bromo-phenyl)-3-aza-bicyclo[3.1.0]hexane). Yield: 95.3%. RXN SMILES: [Br:1][C:2]1[CH:3]=[C:4]([N:8]2[C:13](=O)[CH:12]3[CH:10]([CH2:11]3)[C:9]2=O)[CH:5]=[CH:6][CH:7]=1.CO.O>C1COCC1>[Br:1][C:2]1[CH:3]=[C:4]([N:8]2[CH2:9][CH:10]3[CH:12]([CH2:11]3)[CH2:13]2)[CH:5]=[CH:6][CH:7]=1. Procedure: 3-(3-Bromo-phenyl)-3-aza-bicyclo[3.1.0]hexane-2,4-dione (4.25 g, 16.0 mmol) was suspended in 80 mL of THF. Borane dimethyl sulfide complex (14.2 mL of a 10.1 M solution) was added and the reaction was heated at 50° C. for 1 h. The reaction was cooled in an ice bath. Methanol (65 mL) was slowly added, followed by 150 mL of water. This mixture was extracted with EtOAc (2×) and the combined organics were dried over MgSO4 and concentrated. The residue was taken up in dichloromethane and the resultin... Starting materials: l-glaucine hydroiodide, CN1CCC2=CC(=C(C3=C2[C@H]1CC4=CC(=C(C=C43)OC)OC)OC)OC (l-glaucine), [I-].[K+] (potassium iodide). The solvent is Cl (hydrochloric acid). Product: CN1CCC=2C=C(C(=C3C2[C@@H]1CC=4C3=CC(=C(C4)OC)OC)OC)OC.I (glaucine hydroiodide). RXN SMILES: [CH3:1][N:2]1[C@@H:11]2[CH2:12][C:13]3[C:18]([C:9]4=[C:10]2[C:5](=[CH:6][C:7]([O:25][CH3:26])=[C:8]4[O:23][CH3:24])[CH2:4][CH2:3]1)=[CH:17][C:16]([O:19][CH3:20])=[C:15]([O:21][CH3:22])[CH:14]=3.[I-:27].[K+]>Cl>[CH3:1][N:2]1[C@H:11]2[CH2:12][C:13]3[C:18](=[CH:17][C:16]([O:19][CH3:20])=[C:15]([O:21][CH3:22])[CH:14]=3)[C:9]3[C:10]2=[C:5]([CH:6]=[C:7]([O:25][CH3:26])[C:8]=3[O:23][CH3:24])[CH2:4][CH2:3]1.[IH:27] |f:1.2,4.5|. Procedure details: For making l-glaucine hydroiodide, a quantity of l-glaucine was dissolved in 2 n hydrochloric acid and the solution reacted with saturated potassium iodide solution. The resulting crystalline precipitate was recrystallized from a mixture of methyl alcohol and ether. This gave a crystalline, yellowish glaucine hydroiodide with a melting point of 238° C.